This data is from the Open Reaction Database (ORD), a public repository of structured organic reaction records. The task is: describe an organic reaction: reactants, conditions, products, and yield Reactants: O=C(OOC(=O)c1ccccc1)c1ccccc1, ClC(Cl)(Cl)Cl, O=C1CCC(=O)N1Cl, Clc1cc(Cl)n2c(-c3ccccc3)ncc2n1. Product: Clc1cc(Cl)n2c(-c3ccccc3)nc(Cl)c2n1. As a reaction SMILES: [C:26]([O:27][O:28][C:29](=[O:30])[c:31]1[cH:32][cH:33][cH:34][cH:35][cH:36]1)(=[O:37])[c:38]1[cH:39][cH:40][cH:41][cH:42][cH:43]1.[C:44]([Cl:45])([Cl:46])([Cl:47])[Cl:48].[Cl:18][N:19]1[C:20](=[O:21])[CH2:22][CH2:23][C:24]1=[O:25].[Cl:1][c:2]1[n:3][c:4]2[n:5]([c:6]([Cl:8])[cH:7]1)[c:9](-[c:12]1[cH:13][cH:14][cH:15][cH:16][cH:17]1)[n:10][cH:11]2>>[Cl:1][c:2]1[n:3][c:4]2[n:5]([c:6]([Cl:8])[cH:7]1)[c:9](-[c:12]1[cH:13][cH:14][cH:15][cH:16][cH:17]1)[n:10][c:11]2[Cl:18]. The reactants are C(C)(=O)O[C@H]1[C@@H](O[C@@H]([C@H]([C@@H]1OC(C)=O)OC(C)=O)O\C(=C/C1=C(C=CC=C1)F)\C(=O)OCC)COC(C)=O ((2S,3S,4R,5S,6R)-2-(Acetoxymethyl)-6-(((Z)-3-ethoxy-1-(2-fluorophenyl)-3-oxoprop-1-en-2-yl)oxy)tetrahydro-2H-pyran-3,4,5-triyl triacetate), [Br-].C(C)(=O)O[C@H]1[C@@H](O)O[C@@H]([C@@H]([C@@H]1OC(C)=O)OC(C)=O)COC(C)=O (2,3,4,6-tetra-O-acetyl-α-D-galactose bromide), FC=1C=C(C=CC1)CC(C(=O)OCC)=O (Ethyl (3-fluorophenyl)pyruvate), [H-].[Na+] (sodium hydride). Product: C(C)(=O)O[C@@H]1[C@@H](O[C@@H]([C@H]([C@@H]1OC(C)=O)OC(C)=O)O\C(=C/C1=CC(=CC=C1)F)\C(=O)OCC)COC(C)=O ((2S,3R,4R,5S,6R)-2-(Acetoxymethyl)-6-(((Z)-3-ethoxy-1-(3-fluorophenyl)-3-oxoprop-1-en-2-yl)oxy)tetrahydro-2H-pyran-3,4,5-triyl triacetate). The yield is 79.0%. As a reaction SMILES: [C:1]([O:4][C@@H:5]1[C@@H:10]([O:11][C:12](=[O:14])[CH3:13])[C@H:9]([O:15][C:16](=[O:18])[CH3:17])[C@@H:8](O/C(/C(OCC)=O)=C\C2C=CC=CC=2F)[O:7][C@H:6]1[CH2:34][O:35][C:36](=[O:38])[CH3:37])(=[O:3])[CH3:2].[F:39][C:40]1[CH:41]=[C:42]([CH2:46][C:47](=[O:53])[C:48]([O:50][CH2:51][CH3:52])=[O:49])[CH:43]=[CH:44][CH:45]=1.[H-].[Na+].[Br-].C(O[C@@H]1[C@@H](OC(=O)C)[C@@H](OC(=O)C)[C@@H](COC(=O)C)O[C@@H]1O)(=O)C>>[C:1]([O:4][C@H:5]1[C@@H:10]([O:11][C:12](=[O:14])[CH3:13])[C@H:9]([O:15][C:16](=[O:18])[CH3:17])[C@@H:8]([O:53]/[C:47](/[C:48]([O:50][CH2:51][CH3:52])=[O:49])=[CH:46]\[C:42]2[CH:43]=[CH:44][CH:45]=[C:40]([F:39])[CH:41]=2)[O:7][C@H:6]1[CH2:34][O:35][C:36](=[O:38])[CH3:37])(=[O:3])[CH3:2] |f:2.3,4.5|. Procedure: The title compound was prepared as described for C4 by using ethyl 3-(3-fluorophenyl)-2-oxopropanoate B5 (100 mg, 0.476 mmol), sodium hydride (13 mg, 0.523 mmol) and 2,3,4,6-tetra-O-acetyl-α-D-galactose bromide (196 mg, 0.476 mmol). The compound was isolated in the form of white solid in 79% yield.